From a dataset of the Open Reaction Database (ORD), a public repository of structured organic reaction records. describe an organic reaction: reactants, conditions, products, and yield Starting materials: BrC1=CC=2C(=CCC(C2C=C1)(C)C)SC1=CC=CC=C1 (2-bromo-5,6-dihydro-5,5-dimethyl-8-(phenylthio)-naphthalene), C(=C)C1=CC=C(C(=O)OCC)C=C1 (ethyl 4-vinylbenzoate), C1(=C(C=CC=C1)P(C1=C(C=CC=C1)C)C1=C(C=CC=C1)C)C (tri-o-tolylphosphine). Reagents/catalysts: C(C)(=O)[O-].[Pd+2].C(C)(=O)[O-] (palladium(II) acetate). The solvent is C(C)N(CC)CC (triethylamine). Reaction conditions: temperature 90 celsius. Yields the product CC1(C=2C=CC=C(C2C(=CC1)SC1=CC=CC=C1)/C=C/C1=CC=C(C(=O)OCC)C=C1)C (Ethyl (E)-4-[2-(5,6-dihydro-5,5-dimethyl-8-(phenylthio)-naphthalenyl)ethenyl]benzoate). RXN SMILES: Br[C:2]1[CH:11]=[CH:10][C:9]2[C:8]([CH3:13])([CH3:12])[CH2:7][CH:6]=[C:5]([S:14][C:15]3[CH:20]=[CH:19][CH:18]=[CH:17][CH:16]=3)[C:4]=2[CH:3]=1.[CH:21]([C:23]1[CH:33]=[CH:32][C:26]([C:27]([O:29][CH2:30][CH3:31])=[O:28])=[CH:25][CH:24]=1)=[CH2:22].C1(C)C=CC=CC=1P(C1C=CC=CC=1C)C1C=CC=CC=1C>C(N(CC)CC)C.C([O-])(=O)C.[Pd+2].C([O-])(=O)C>[CH3:12][C:8]1([CH3:13])[CH2:7][CH:6]=[C:5]([S:14][C:15]2[CH:20]=[CH:19][CH:18]=[CH:17][CH:16]=2)[C:4]2[C:3](/[CH:22]=[CH:21]/[C:23]3[CH:33]=[CH:32][C:26]([C:27]([O:29][CH2:30][CH3:31])=[O:28])=[CH:25][CH:24]=3)=[CH:2][CH:11]=[CH:10][C:9]1=2 |f:4.5.6|. Procedure details: To a degassed solution of 0.35 g (1.0 mmol) of 2-bromo-5,6-dihydro-5,5-dimethyl-8-(phenylthio)-naphthalene (Compound A35) and 0.34 g (1.9 mmol) of ethyl 4-vinylbenzoate in 4.0 mL of triethylamine, was added 0.066 g (0.2 mmol) of tri-o-tolylphosphine and then 0.025 g (0.1 mmol) of palladium(II) acetate. The reaction was heated at 90° C. for 2.25 h. The reaction was concentrated in vacuo. The residue was purified by flash chromatography (silica, 5% ethyl acetate in hexane), followed by recrystalli... The reactants are ClC=1C(=NN(C1OC(F)F)C)CC1=C(C(=CC=C1)Cl)Cl (4-chloro-3-(2,3-dichlorobenzyl)-5-difluoromethoxy-methyl-1H-pyrazole), [N+](=O)(O)[O-] (nitric acid), ice. Reaction conditions: time 30 minute. Product: ClC=1C(NN(C1OC(F)F)C)CC1=C(C(=CC(=C1)[N+](=O)[O-])Cl)Cl (4-Chloro-3-(2,3-dichloro-5-nitrobenzyl)-5-difluoromethoxy-1-methyl-3H-pyrazole). As a reaction SMILES: [Cl:1][C:2]1[C:3]([CH2:12][C:13]2[CH:18]=[CH:17][CH:16]=[C:15]([Cl:19])[C:14]=2[Cl:20])=[N:4][N:5]([CH3:11])[C:6]=1[O:7][CH:8]([F:10])[F:9].[N+:21]([O-])([OH:23])=[O:22]>>[Cl:1][C:2]1[CH:3]([CH2:12][C:13]2[CH:18]=[C:17]([N+:21]([O-:23])=[O:22])[CH:16]=[C:15]([Cl:19])[C:14]=2[Cl:20])[NH:4][N:5]([CH3:11])[C:6]=1[O:7][CH:8]([F:10])[F:9]. Reported procedure: At −10° C., 6.6 g (19 mmol) of 4-chloro-3-(2,3-dichlorobenzyl)-5-difluoromethoxy-methyl-1H-pyrazole were dissolved in 100 ml of nitric acid. After 30 minutes, the mixture was warmed to 0—5° C. and 200 g of ice were added. The product of value was then extracted with dichloromethane. The organic phase was washed with saturated aqueous sodium bicarbonate solution and saturated aqueous sodium chloride solution, dried over magnesium sulfate and finally concentrated. The product of value was purified...